Dataset: the Open Reaction Database (ORD), a public repository of structured organic reaction records. Task: describe an organic reaction: reactants, conditions, products, and yield Starting materials: ClCCl, COCCCn1c(C2CCCN(C(=O)CC(Cc3ccc4ccccc4c3)NC(=O)OC(C)(C)C)C2)nc2ccc(CO)cc21. Product: COCCCn1c(C2CCCN(C(=O)CC(N)Cc3ccc4ccccc4c3)C2)nc2ccc(CO)cc21. RXN SMILES: [Cl:46][CH2:47][Cl:48].[OH:1][CH2:2][c:3]1[cH:4][cH:5][c:6]2[c:7]([n:8]([CH2:40][CH2:41][CH2:42][O:43][CH3:44])[c:9]([CH:11]3[CH2:12][N:13]([C:17]([CH2:18][CH:19]([CH2:20][c:21]4[cH:22][c:23]5[cH:24][cH:25][cH:26][cH:27][c:28]5[cH:29][cH:30]4)[NH:31][C:32](=[O:33])[O:34][C:35]([CH3:36])([CH3:37])[CH3:38])=[O:39])[CH2:14][CH2:15][CH2:16]3)[n:10]2)[cH:45]1>>[OH:1][CH2:2][c:3]1[cH:4][cH:5][c:6]2[c:7]([n:8]([CH2:40][CH2:41][CH2:42][O:43][CH3:44])[c:9]([CH:11]3[CH2:12][N:13]([C:17]([CH2:18][CH:19]([CH2:20][c:21]4[cH:22][c:23]5[cH:24][cH:25][cH:26][cH:27][c:28]5[cH:29][cH:30]4)[NH2:31])=[O:39])[CH2:14][CH2:15][CH2:16]3)[n:10]2)[cH:45]1. The reactants are BrCCOC1=C(C=C(C=C1C)C1=NC2=CC(=CC(=C2C(N1)=O)Cl)Cl)C (2-[4-(2-bromo-ethoxy)-3,5-dimethylphenyl]-5,7-dichloro-3H-quinazolin-4-one), N1CCCC1 (pyrrolidine). The solvent is CN(C)C=O (DMF). Run at time 6 hour. Product: ClC1=C2C(NC(=NC2=CC(=C1)Cl)C1=CC(=C(C(=C1)C)OCCN1CCCC1)C)=O (5,7-Dichloro-2-(3,5-dimethyl-4-(2-(pyrrolidin-1-yl)ethoxy)phenyl)quinazolin-4(3H)-one). As a reaction SMILES: Br[CH2:2][CH2:3][O:4][C:5]1[C:10]([CH3:11])=[CH:9][C:8]([C:12]2[NH:21][C:20](=[O:22])[C:19]3[C:14](=[CH:15][C:16]([Cl:24])=[CH:17][C:18]=3[Cl:23])[N:13]=2)=[CH:7][C:6]=1[CH3:25].[NH:26]1[CH2:30][CH2:29][CH2:28][CH2:27]1>CN(C=O)C>[Cl:23][C:18]1[CH:17]=[C:16]([Cl:24])[CH:15]=[C:14]2[C:19]=1[C:20](=[O:22])[NH:21][C:12]([C:8]1[CH:9]=[C:10]([CH3:11])[C:5]([O:4][CH2:3][CH2:2][N:26]3[CH2:30][CH2:29][CH2:28][CH2:27]3)=[C:6]([CH3:25])[CH:7]=1)=[N:13]2. Procedure: To a solution of 2-[4-(2-bromo-ethoxy)-3,5-dimethylphenyl]-5,7-dichloro-3H-quinazolin-4-one (0.44 g, 1.00 mmol) in anhydrous DMF (10 mL) was added pyrrolidine (0.28 g, 4.00 mmol). The reaction mixture was stirred at room temperature for 6 hours under nitrogen. Solvent was evaporated under reduced pressure. Water (50 mL) was added. The separated solid was filtered, washed with water (20 mL), and dried under vacuum. The crude compound was purified by the Simpliflash system (0-5% methanol in CH2Cl2... RXN SMILES: [C:1]([C:3]1[CH:4]=[C:5]([CH:29]=[CH:30][C:31]=1[O:32][CH:33]([CH3:35])[CH3:34])[CH2:6][O:7][C:8]1[CH:16]=[CH:15][C:14]2[N:13]3[CH2:17][CH2:18][CH:19]([CH2:20][C:21]([O:23][C:24]([CH3:27])([CH3:26])[CH3:25])=[O:22])[C:12]3=[C:11](I)[C:10]=2[CH:9]=1)#[N:2].[CH3:36][S:37]([O-:39])=[O:38].[Na+]>CN1C(=O)CCC1.[Cu]I>[C:1]([C:3]1[CH:4]=[C:5]([CH:29]=[CH:30][C:31]=1[O:32][CH:33]([CH3:35])[CH3:34])[CH2:6][O:7][C:8]1[CH:16]=[CH:15][C:14]2[N:13]3[CH2:17][CH2:18][CH:19]([CH2:20][C:21]([O:23][C:24]([CH3:27])([CH3:26])[CH3:25])=[O:22])[C:12]3=[C:11]([S:37]([CH3:36])(=[O:39])=[O:38])[C:10]=2[CH:9]=1)#[N:2] |f:1.2|. Conditions: temperature 125 celsius. The reagents and catalysts are [Cu]I (copper(I) iodide). Run in CN1CCCC1=O (NMP). Yields the product C(#N)C=1C=C(COC2=CC=3C(=C4N(C3C=C2)CCC4CC(=O)OC(C)(C)C)S(=O)(=O)C)C=CC1OC(C)C (tert-Butyl 2-(7-(3-Cyano-4-isopropoxybenzyloxy)-9-(methylsulfonyl)-2,3-dihydro-1H-pyrrolo[1,2-a]indol-1-yl)acetate). Procedure details: tert-Butyl 2-(7-(3-cyano-4-isopropoxybenzyloxy)-9-iodo-2,3-dihydro-1H-pyrrolo[1,2-a]indol-1-yl)acetate (100 mg, 0.171 mmol) in NMP (2 mL) was added copper(I) iodide (162 mg, 0.853 mmol) and sodium methanesulfinate (102 mg, 0.853 mmol). The reaction mixture was heated at 125° C. under nitrogen protection for 8 h. The solid was filtered and washed with ethyl acetate. The filtrate was washed with water and dried over anhydrous Na2SO4. The solvent was evaporated and the residue was purified by colum... Isolated yield 39.1%. The reactants are C(#N)C=1C=C(COC2=CC=3C(=C4N(C3C=C2)CCC4CC(=O)OC(C)(C)C)I)C=CC1OC(C)C (tert-Butyl 2-(7-(3-cyano-4-isopropoxybenzyloxy)-9-iodo-2,3-dihydro-1H-pyrrolo[1,2-a]indol-1-yl)acetate), CS(=O)[O-].[Na+] (sodium methanesulfinate). Reactants: C(C)(=O)OC1=C(NC2=CC=C(C(=C12)C)OC)C (methyl-(2-methyl-5-methoxy-3-indolyl) acetate), C(C1=CC=CC=C1)C(C(=O)[O-])C1=C(NC2=CC=C(C=C12)OC)C (benzyl-(2-methyl-5-methoxy-3-indolyl)-acetate), [Na] (sodium), C(C1=CC=CC=C1)O (benzyl alcohol), 41. Yields the product C(C1=CC=CC=C1)(=O)N1C(=C(C2=CC(=CC=C12)OC)CC(=O)O)C ((1-Benzoyl-2-methyl-5-methoxy-3-indolyl)acetic acid). RXN SMILES: C(OC1C2C(=CC=C(OC)C=2C)NC=1C)(=O)C.[Na].[CH2:19]([OH:26])[C:20]1[CH:25]=[CH:24][CH:23]=[CH:22][CH:21]=1.C([CH:34]([C:38]1[C:46]2[C:41](=[CH:42][CH:43]=[C:44]([O:47][CH3:48])[CH:45]=2)[NH:40][C:39]=1[CH3:49])[C:35]([O-:37])=[O:36])C1C=CC=CC=1>>[C:19]([N:40]1[C:41]2[C:46](=[CH:45][C:44]([O:47][CH3:48])=[CH:43][CH:42]=2)[C:38]([CH2:34][C:35]([OH:37])=[O:36])=[C:39]1[CH3:49])(=[O:26])[C:20]1[CH:25]=[CH:24][CH:23]=[CH:22][CH:21]=1 |^1:17|. Reported procedure: A solution of 15 g. of methyl-(2-methyl-5-methoxy-3-indolyl) acetate and 0.2 g. of sodium in 60 ml. of benzyl alcohol is slowly fractionated over a period of 41/2 hours through a Vigreux column to remove methanol. The excess benzyl alcohol is then removed by distillation at 60° C. (2.5 mm.) to give a residue of 18.6 g. of benzyl-(2-methyl-5-methoxy-3-indolyl)-acetate. Reactants: CCCCCCCCc1ccc(C(O)CC(CO)(CO)NC(C)=O)cc1, CO, [Li+], [OH-], O. Product: CCCCCCCCc1ccc(C(O)CC(N)(CO)CO)cc1. As a reaction SMILES: [C:1](=[O:2])([CH3:3])[NH:4][C:5]([CH2:6][OH:7])([CH2:8][CH:9]([OH:10])[c:11]1[cH:12][cH:13][c:14]([CH2:17][CH2:18][CH2:19][CH2:20][CH2:21][CH2:22][CH2:23][CH3:24])[cH:15][cH:16]1)[CH2:25][OH:26].[CH3:29][OH:30].[Li+:28].[OH-:27].[OH2:31]>>[NH2:4][C:5]([CH2:6][OH:7])([CH2:8][CH:9]([OH:10])[c:11]1[cH:12][cH:13][c:14]([CH2:17][CH2:18][CH2:19][CH2:20][CH2:21][CH2:22][CH2:23][CH3:24])[cH:15][cH:16]1)[CH2:25][OH:26]. The reactants are C(C1=CC=CC=C1)OC(NC12CC3C(C(CC(C1)C3)C2)=O)=O ((4-Oxo-adamantan-1-yl)-carbamic acid benzyl ester), COC=1C=CC(=CC1)P2(=S)SP(=S)(S2)C=3C=CC(=CC3)OC (Lawesson reagent). Solvent: C1(=CC=CC=C1)C (toluene). Run at temperature 70 celsius. The product is C(C1=CC=CC=C1)OC(NC12CC3C(C(CC(C1)C3)C2)=S)=O ((4-Thioxo-adamantan-1-yl)-carbamic acid benzyl ester). Isolated yield 85.9%. RXN SMILES: [CH2:1]([O:8][C:9](=[O:22])[NH:10][C:11]12[CH2:20][CH:15]3[CH2:16][CH:17]([CH2:19][CH:13]([C:14]3=O)[CH2:12]1)[CH2:18]2)[C:2]1[CH:7]=[CH:6][CH:5]=[CH:4][CH:3]=1.COC1C=CC(P2(SP(C3C=CC(OC)=CC=3)(=S)S2)=[S:32])=CC=1>C1(C)C=CC=CC=1>[CH2:1]([O:8][C:9](=[O:22])[NH:10][C:11]12[CH2:20][CH:15]3[CH2:16][CH:17]([CH2:19][CH:13]([C:14]3=[S:32])[CH2:12]1)[CH2:18]2)[C:2]1[CH:7]=[CH:6][CH:5]=[CH:4][CH:3]=1. Procedure details: A mixture of ketone 10A (240 mg, 0.8 mmol) and Lawesson reagent (200 mg, 0.48 mmol) in anhydrous toluene was heated at 70° C. for overnight. The solvent was removed under vacuum and the residue was purified by silica gel chromatography [Hexane:EtOAc 4:1(v/v)] to give the title compounds 10B (130 mg, 54%). LC-MS (ESR): m/z=316 (M+H)+. The reactants are C1(=CC=CC=C1)P(C1=CC=CC=C1)C1=CC=CC=C1 (triphenylphosphine), ice water, CC1=C(CO)C=CC(=C1)C (2,4 -dimethylbenzyl alcohol), C(Br)(Br)(Br)Br (carbon tetrabromide). The solvent is C(Cl)Cl (methylene chloride), C(Cl)Cl (methylene chloride). Conditions: time 8 hour. Yields the product CC1=C(CBr)C=CC(=C1)C (2,4-Dimethylbenzyl bromide). The yield is 96.7%. RXN SMILES: [CH3:1][C:2]1[CH:9]=[C:8]([CH3:10])[CH:7]=[CH:6][C:3]=1[CH2:4]O.C(Br)(Br)(Br)[Br:12].C1(P(C2C=CC=CC=2)C2C=CC=CC=2)C=CC=CC=1>C(Cl)Cl>[CH3:1][C:2]1[CH:9]=[C:8]([CH3:10])[CH:7]=[CH:6][C:3]=1[CH2:4][Br:12]. Procedure: A solution of benzyl alcohol 9 (18.4 g; 135 mmol) and carbon tetrabromide (55.96 g; 169 mmol) in methylene chloride (220 ml) was cooled to 0° C. and treated in dropwise fashion with triphenylphosphine (44.33 g; 169 mmol) in 100 ml of methylene chloride. After the addition was complete the mixture was stirred overnight at room temperature. It was poured into ice-water and partitioned between methylene chloride and water. The organic phase was dried (MgSO4) and concentrated in vacuo. Chromatograph... The reactants are C(C#C)Br (propargyl bromide), C(CCC)[Li] (n-butyl lithium), hexanes, C(C)C1C(C(N=C(N1)C1=CC=CC=C1)=O)C (6-ethyl-5-methyl-2-phenyl-5,6-dihydropyrimidin-4-one), crude product. Solvent: C1(=CC=CC=C1)C (toluene), O1CCCC1 (tetrahydrofuran). Run at time 15 minute. Product: C(C)C1C(C(N(C(=N1)C1=CC=CC=C1)CC#C)=O)C (6-ethyl-5-methyl-2-phenyl-3-propargyl-5,6-dihydropyrimidin-4-one). Reaction SMILES: [CH2:1]([Li])[CH2:2][CH2:3]C.[CH2:6]([CH:8]1[NH:13][C:12]([C:14]2[CH:19]=[CH:18][CH:17]=[CH:16][CH:15]=2)=[N:11][C:10](=[O:20])[CH:9]1[CH3:21])[CH3:7].C(Br)C#C>O1CCCC1.C1(C)C=CC=CC=1>[CH2:6]([CH:8]1[N:13]=[C:12]([C:14]2[CH:19]=[CH:18][CH:17]=[CH:16][CH:15]=2)[N:11]([CH2:3][C:2]#[CH:1])[C:10](=[O:20])[CH:9]1[CH3:21])[CH3:7]. Procedure: Oven dried glassware and a nitrogen purge were utilized. 3.22 mL of 1.6 Molar n-butyl lithium in hexanes (5.15 mmol) was added dropwise to a solution of 1.06 g (4.93 mmol) of 6-ethyl-5-methyl-2-phenyl-5,6-dihydropyrimidin-4-one, in 15 mL of dry tetrahydrofuran, at -50 to -60° C. The mixture was stirred for 15 minutes and then 0.8 mL (5.38 mmol) of 80 wt.% propargyl bromide in toluene was added at -65° C. The ice bath was removed after 1.5 hours and the reaction mixture was stirred for an additio...